Dataset: the Open Reaction Database (ORD), a public repository of structured organic reaction records. Task: describe an organic reaction: reactants, conditions, products, and yield Starting materials: C(=O)([O-])[O-].[K+].[K+] (K2CO3), CS(=O)(=O)CCC(=O)OC (methyl 3-methanesulphonylpropionate), C(C1=CC=CC=C1)N1C(=NC=2NC(N(C(C12)=O)CCC)=O)C(C)(C)C (7-benzyl-8-(tert.-butyl)-1-n-propyl-xanthine). Run in CN(C=O)C (dimethylformamide). Reaction conditions: temperature 95 celsius. Yields the product C(C1=CC=CC=C1)N1C(=NC=2N(C(N(C(C12)=O)CCC)=O)CCC(=O)OC)C(C)(C)C (7-Benzyl-8-(tert.-butyl)-3-(2-methoxycarbonylethyl)-1-n-propyl-xanthine). Reaction SMILES: [CH2:1]([N:8]1[C:16]2[C:15](=[O:17])[N:14]([CH2:18][CH2:19][CH3:20])[C:13](=[O:21])[NH:12][C:11]=2[N:10]=[C:9]1[C:22]([CH3:25])([CH3:24])[CH3:23])[C:2]1[CH:7]=[CH:6][CH:5]=[CH:4][CH:3]=1.C([O-])([O-])=O.[K+].[K+].CS([CH2:36][CH2:37][C:38]([O:40][CH3:41])=[O:39])(=O)=O>CN(C)C=O>[CH2:1]([N:8]1[C:16]2[C:15](=[O:17])[N:14]([CH2:18][CH2:19][CH3:20])[C:13](=[O:21])[N:12]([CH2:36][CH2:37][C:38]([O:40][CH3:41])=[O:39])[C:11]=2[N:10]=[C:9]1[C:22]([CH3:24])([CH3:23])[CH3:25])[C:2]1[CH:7]=[CH:6][CH:5]=[CH:4][CH:3]=1 |f:1.2.3|. Reported procedure: 5.0 g (14.7 mmol) of 7-benzyl-8-(tert.-butyl)-1-n-propyl-xanthine are dissolved in 200 ml of dimethylformamide. After the addition of 5.36 g of K2CO3, 19.6 mmol of methyl 3-methanesulphonylpropionate are added at ambient temperature and the mixture is then heated to 90-100° C. After about 20 hours at constant temperature the solvent is distilled off in vacuo and the residue remaining is taken up in dichloromethane. The organic phase is washed with water, dried over MgSO4 and the solvent is disti... Starting materials: COC1=CC=C(C=C1)N1C(NC(C1=O)C(C)C)=O (3-(4-methoxyphenyl)-5-(1-methylethyl)-2,4-imidazolidinedione), N1C(=CC2=CC=CC=C12)CC1C(N(C(N1)=O)C1=CC=C(C=C1)OC)=O (5-(1H-indol-2-ylmethyl)-3-(4-methoxyphenyl)-2,4-imidazolidinedione), COC1=CC=C(C=C1)N1C(NC(C1=O)(C1=CC=CC=C1)C1=CC=CC=C1)=O (3-(4-methoxyphenyl)-5,5-diphenyl-2,4-imidazolidinedione). The product is COC1=CC=C(C=C1)N1C(NC(C1=O)CC(C)C)=O (3-(4-methoxyphenyl)-5-(2-methylpropyl)-2,4-imidazolidinedione). Reaction SMILES: [CH3:1]OC1C=CC(N2C(=O)C(C(C)C)NC2=O)=CC=1.N1C2C(=CC=CC=2)[CH:21]=[C:20]1[CH2:28][CH:29]1[NH:33][C:32](=[O:34])[N:31]([C:35]2[CH:40]=[CH:39][C:38]([O:41][CH3:42])=[CH:37][CH:36]=2)[C:30]1=[O:43].COC1C=CC(N2C(=O)C(C3C=CC=CC=3)(C3C=CC=CC=3)NC2=O)=CC=1>>[CH3:42][O:41][C:38]1[CH:37]=[CH:36][C:35]([N:31]2[C:30](=[O:43])[CH:29]([CH2:28][CH:20]([CH3:21])[CH3:1])[NH:33][C:32]2=[O:34])=[CH:40][CH:39]=1. Procedure details: 3-(4-methoxyphenyl)-5-(1-methylethyl)-2,4-imidazolidinedione; 5-(1H-indol-2-ylmethyl)-3-(4-methoxyphenyl)-2,4-imidazolidinedione; 3-(4-methoxyphenyl)-5,5-diphenyl-2,4-imidazolidinedione; are set forth in Table 2.